The task is: describe an organic reaction: reactants, conditions, products, and yield. This data is from the Open Reaction Database (ORD), a public repository of structured organic reaction records. Reactants: C(C)N1N=CC2=C1N=CC(=C2NC2CCNCC2)C2=NOC1(C2)CCCC1 (1-Ethyl-5-(1-oxa-2-azaspiro[4.4]non-2-en-3-yl)-N-piperidin-4-yl-1H-pyrazolo[3,4-b]pyridin-4-amine), C([O-])([O-])=O.[K+].[K+] (potassium carbonate), C1(CCCC1)Br (cyclopentyl bromide). The solvent is C(C)#N (acetonitrile). Product: C1(CCCC1)N1CCC(CC1)NC=1C2=C(N=CC1C1=NOC3(C1)CCCC3)N(N=C2)CC (N-(1-cyclopentylpiperidin-4-yl)-1-ethyl-5-(1-oxa-2-azaspiro[4.4]non-2-en-3-yl)-1H-pyrazolo[3,4-b]pyridin-4-amine). Reaction SMILES: [CH2:1]([N:3]1[C:7]2[N:8]=[CH:9][C:10]([C:19]3[CH2:23][C:22]4([CH2:27][CH2:26][CH2:25][CH2:24]4)[O:21][N:20]=3)=[C:11]([NH:12][CH:13]3[CH2:18][CH2:17][NH:16][CH2:15][CH2:14]3)[C:6]=2[CH:5]=[N:4]1)[CH3:2].C(=O)([O-])[O-].[K+].[K+].[CH:34]1(Br)[CH2:38][CH2:37][CH2:36][CH2:35]1>C(#N)C>[CH:34]1([N:16]2[CH2:15][CH2:14][CH:13]([NH:12][C:11]3[C:6]4[CH:5]=[N:4][N:3]([CH2:1][CH3:2])[C:7]=4[N:8]=[CH:9][C:10]=3[C:19]3[CH2:23][C:22]4([CH2:27][CH2:26][CH2:25][CH2:24]4)[O:21][N:20]=3)[CH2:18][CH2:17]2)[CH2:38][CH2:37][CH2:36][CH2:35]1 |f:1.2.3|. Reported procedure: 1-Ethyl-5-(1-oxa-2-azaspiro[4.4]non-2-en-3-yl)-N-piperidin-4-yl-1H-pyrazolo[3,4-b]pyridin-4-amine (70 mg, 0.0018 mole) (example 31) was taken in acetonitrile and potassium carbonate (126 mg, 0.0009 mole) and cyclopentyl bromide (0.020 ml, 0.0002 mole) were added. The reaction mixture was stirred at refluxing temperature overnight. Acetonitrile was removed and water was added to the residue. Extraction was done with ethyl acetate and washings were done with brine. The organic layer was dried over... The reactants are CCO, CCc1ccc(N)c([N+](=O)[O-])c1. The product is CCc1ccc(N)c(N)c1. As a reaction SMILES: [CH3:13][CH2:14][OH:15].[N+:1]([O-:2])(=[O:3])[c:4]1[c:5]([NH2:6])[cH:7][cH:8][c:9]([CH2:11][CH3:12])[cH:10]1>>[NH2:1][c:4]1[c:5]([NH2:6])[cH:7][cH:8][c:9]([CH2:11][CH3:12])[cH:10]1. Reactants: CN1C=CC2=CC=CC=C12 (1-methylindole), [Li]C(C)(C)C (t-BuLi), S(=O)=O (sulfur dioxide), C1CC(=O)N(C1=O)Cl (NCS), C1CCOC1 (THF). Product: CC1(N=C2C=CC=CC2=C1)S(=O)(=O)Cl (2-Methylindole-2-sulfonyl chloride), yellow solid. Yield: 36.0%. RXN SMILES: C[N:2]1[C:10]2[C:5](=CC=CC=2)C=C1.[Li][C:12]([CH3:15])([CH3:14])[CH3:13].[S:16](=[O:18])=[O:17].C1C(=O)N([Cl:26])C(=O)C1.[CH2:27]1[CH2:31]OC[CH2:28]1>>[CH3:5][C:10]1([S:16]([Cl:26])(=[O:18])=[O:17])[CH:15]=[C:12]2[C:14]([CH:28]=[CH:27][CH:31]=[CH:13]2)=[N:2]1. Reported procedure: 2-Methylindole-2-sulfonyl chloride was prepared by the method of Example 34 with 1-methylindole (7.8 mmols, 1.0 ml), t-BuLi (1.7 m, 9.4 mmols, 5.5 ml), sulfur dioxide, NCS (8.6 mmols, 1.2 g) and THF (15 ml). Flash chromatography (2% ethyl acetate/hexanes) provided 0.66 g (36%) of a yellow solid. Product: Cn1cnc(-c2ccc(-n3nc(C(F)(F)F)c4c3CCCC4)cc2)c1. As a reaction SMILES: [Br:20][c:21]1[cH:22][cH:23][c:24](-[c:27]2[n:28][cH:29][n:30]([CH3:32])[cH:31]2)[cH:25][cH:26]1.[C:14](=[O:15])([O-:16])[O-:17].[CH3:33][N:34]([CH2:35][C:36](=[O:37])[OH:38])[CH3:39].[CH3:40][S:41]([CH3:42])=[O:43].[Cu:44][I:45].[F:1][C:2]([c:3]1[n:4][nH:5][c:6]2[c:11]1[CH2:10][CH2:9][CH2:8][CH2:7]2)([F:12])[F:13].[K+:18].[K+:19]>>[F:1][C:2]([c:3]1[n:4][n:5](-[c:21]2[cH:22][cH:23][c:24](-[c:27]3[n:28][cH:29][n:30]([CH3:32])[cH:31]3)[cH:25][cH:26]2)[c:6]2[c:11]1[CH2:10][CH2:9][CH2:8][CH2:7]2)([F:12])[F:13]. The reactants are Cn1cnc(-c2ccc(Br)cc2)c1, O=C([O-])[O-], CN(C)CC(=O)O, CS(C)=O, [Cu]I, FC(F)(F)c1n[nH]c2c1CCCC2, [K+], [K+]. Starting materials: C(C)(C)OC=C(C)OC(=COC(C)C)C (isopropoxyisopropenyl ether), P(=O)(Cl)(Cl)Cl (phosphorus oxychloride), O[C@H](/C=C/C=1CCC(C1CCCCCCC(=O)O)=O)CCCCC (15(S)-hydroxy-9-oxo-8(12),13-trans-prostadienoic acid). Run in CCOCC (ether), C(Cl)Cl (methylene chloride). The product is O=C1C(CCCCCCC(=O)O)=C(CC1)\C=C\CCCCCC (9-oxo-8(12),13-trans-prostadienoic acid). Reaction SMILES: O[C@@H:2]([CH2:20][CH2:21][CH2:22][CH2:23][CH3:24])/[CH:3]=[CH:4]/[C:5]1[CH2:6][CH2:7][C:8](=[O:19])[C:9]=1[CH2:10][CH2:11][CH2:12][CH2:13][CH2:14][CH2:15][C:16]([OH:18])=[O:17].C(OC=C(OC(C)=COC(C)C)C)(C)C.P(Cl)(Cl)(Cl)=O>C(Cl)Cl.CCOCC>[O:19]=[C:8]1[CH2:7][CH2:6][C:5](/[CH:4]=[CH:3]/[CH2:2][CH2:20][CH2:21][CH2:22][CH2:23][CH3:24])=[C:9]1[CH2:10][CH2:11][CH2:12][CH2:13][CH2:14][CH2:15][C:16]([OH:18])=[O:17]. Procedure: To a 250 ml roundbottom borosilicate flask containing 0.4 g of 15(S)-hydroxy-9-oxo-8(12),13-trans-prostadienoic acid in 15 ml of methylene chloride is added 5 ml of isopropoxyisopropenyl ether and 0.01 ml of phosphorus oxychloride and the flask's contents allowed to react at 20° C for 36 hours. Next, the reaction product is diluted with 25 ml of ether and washed with 50% brine and saturated brine until the solution is neutral. Next, the residue is extracted with methylene chloride, filtered, and...